From a dataset of the Open Reaction Database (ORD), a public repository of structured organic reaction records. describe an organic reaction: reactants, conditions, products, and yield The reactants are COC1=CC(=C(C=C1)NC(OC(C)(C)C)=O)C (tert-butyl (4-methoxy-2-methylphenyl)carbamate), C(C)(CC)[Li] (sec-butyllithium), O1CCCC1 (tetrahydrofuran), O (Water), Cl (hydrochloric acid), O1CCCC1 (tetrahydrofuran). Run at time 15 minute. The product is C(C)(C)(C)OC(NC1=C(C=C(C=C1)OC)CC(O)C1CCCC1)=O (tert-Butyl[2-(2-cyclopentyl-2-hydroxyethyl)-4-methoxyphenyl]carbamate). Reaction SMILES: [CH3:1][O:2][C:3]1[CH:8]=[CH:7][C:6]([NH:9][C:10](=[O:16])[O:11][C:12]([CH3:15])([CH3:14])[CH3:13])=[C:5]([CH3:17])[CH:4]=1.[CH:18]([Li])(CC)[CH3:19].O.Cl.[O:25]1[CH2:29][CH2:28][CH2:27][CH2:26]1>>[C:12]([O:11][C:10](=[O:16])[NH:9][C:6]1[CH:7]=[CH:8][C:3]([O:2][CH3:1])=[CH:4][C:5]=1[CH2:17][CH:29]([CH:28]1[CH2:19][CH2:18][CH2:26][CH2:27]1)[OH:25])([CH3:13])([CH3:14])[CH3:15]. Procedure: To a solution of tert-butyl (4-methoxy-2-methylphenyl)carbamate (475 mg) in tetrahydrofuran (7 mL) was added dropwise sec-butyllithium (1.04 mol/L hexane-cyclohexane solution, 4.3 mL) at −40° C. under an argon atmosphere, and the mixture was stirred for 15 minutes. Then a solution of cyclopentanecarboxyaldehyde (0.256 mL) in tetrahydrofuran (1 mL) was added dropwise, and the mixture was stirred at −40° C. for 15 minutes and at room temperature for additional one hour. Water and 1 mol/L hydrochlo... Starting materials: CS(=O)(=O)N1CCNCC1, O=Cc1cc2c(N3CCOCC3)nc(Cl)nc2s1. Product: CS(=O)(=O)N1CCN(Cc2cc3c(N4CCOCC4)nc(Cl)nc3s2)CC1. RXN SMILES: [CH3:1][S:2](=[O:3])(=[O:4])[N:5]1[CH2:6][CH2:7][NH:8][CH2:9][CH2:10]1.[Cl:11][c:12]1[n:13][c:14]([N:23]2[CH2:24][CH2:25][O:26][CH2:27][CH2:28]2)[c:15]2[c:16]([n:17]1)[s:18][c:19]([CH:21]=[O:22])[cH:20]2>>[CH3:1][S:2](=[O:3])(=[O:4])[N:5]1[CH2:6][CH2:7][N:8]([CH2:21][c:19]2[s:18][c:16]3[c:15]([c:14]([N:23]4[CH2:24][CH2:25][O:26][CH2:27][CH2:28]4)[n:13][c:12]([Cl:11])[n:17]3)[cH:20]2)[CH2:9][CH2:10]1.